This data is from the Open Reaction Database (ORD), a public repository of structured organic reaction records. The task is: describe an organic reaction: reactants, conditions, products, and yield The reactants are C(=O)(OCC)C(CC(=O)O)=C(C1=CC(=CC=C1)OC)C1=CC(=CC=C1)OC (3-carboethoxy-4,4-bis(3-methoxyphenyl)-3-butenoic acid), B (borane). The solvent is O1CCCC1 (tetrahydrofuran), O1CCCC1 (tetrahydrofuran). Conditions: time 8 hour. Product: C(C)OC(C(=C(C1=CC(=CC=C1)OC)C1=CC(=CC=C1)OC)CCO)=O (2-hydroxyethyl-3,3-bis(3-methoxyphenyl)-2-propenoic acid ethyl ester). The yield is 78.1%. Reaction SMILES: [C:1]([C:6](=[C:11]([C:20]1[CH:25]=[CH:24][CH:23]=[C:22]([O:26][CH3:27])[CH:21]=1)[C:12]1[CH:17]=[CH:16][CH:15]=[C:14]([O:18][CH3:19])[CH:13]=1)[CH2:7][C:8](O)=[O:9])([O:3][CH2:4][CH3:5])=[O:2].B>O1CCCC1>[CH2:4]([O:3][C:1](=[O:2])[C:6]([CH2:7][CH2:8][OH:9])=[C:11]([C:20]1[CH:25]=[CH:24][CH:23]=[C:22]([O:26][CH3:27])[CH:21]=1)[C:12]1[CH:17]=[CH:16][CH:15]=[C:14]([O:18][CH3:19])[CH:13]=1)[CH3:5]. Procedure: As described in Example 135, a solution of 3-carboethoxy-4,4-bis(3-methoxyphenyl)-3-butenoic acid (20.5 g) in dry tetrahydrofuran (100 mL) was treated with a solution of 1M borane in tetrahydrofuran (57 mL) and the reaction was stirred at room temperature overnight. After the usual work up, the crude product was purified by HPLC (diethyl etherhexane; 65:35) to provide 15.4 g of 2-hydroxyethyl-3,3-bis(3-methoxyphenyl)-2-propenoic acid ethyl ester, mp 102.5°-103.5° C. Anal. Calcd for C19H20O3 : C,... Reactants: CCOC(=O)C1CN(Cc2ccc(Br)c(F)c2)C1, CC(=O)[O-], CCO, [K+], OB(O)c1cc2cc(Cc3ccccn3)ccc2o1. Yields the product CCOC(=O)C1CN(Cc2ccc(-c3cc4cc(Cc5ccccn5)ccc4o3)c(F)c2)C1. RXN SMILES: [Br:25][c:26]1[c:27]([F:42])[cH:28][c:29]([CH2:30][N:31]2[CH2:32][CH:33]([C:35](=[O:36])[O:37][CH2:38][CH3:39])[CH2:34]2)[cH:40][cH:41]1.[CH3:21][C:22](=[O:23])[O-:24].[CH3:43][CH2:44][OH:45].[K+:20].[n:1]1[c:2]([CH2:7][c:8]2[cH:9][cH:10][c:11]3[c:12]([cH:13][c:14]([B:16]([OH:17])[OH:18])[o:15]3)[cH:19]2)[cH:3][cH:4][cH:5][cH:6]1>>[n:1]1[c:2]([CH2:7][c:8]2[cH:9][cH:10][c:11]3[c:12]([cH:13][c:14](-[c:26]4[c:27]([F:42])[cH:28][c:29]([CH2:30][N:31]5[CH2:32][CH:33]([C:35](=[O:36])[O:37][CH2:38][CH3:39])[CH2:34]5)[cH:40][cH:41]4)[o:15]3)[cH:19]2)[cH:3][cH:4][cH:5][cH:6]1. The reactants are O (water), OCC1(C2=CC=CC=C2C=2C=CC=CC12)CO (9,9-bis(hydroxymethyl)fluorene), CI (methyl iodide), [H-].[Na+] (NaH). Solvent: C1CCOC1 (THF). The product is COCC1(C2=CC=CC=C2C=2C=CC=CC12)CO (9-methoxymethyl-9-hydroxymethyl-fluorene). The yield is 62.1%. Reaction SMILES: O.[OH:2][CH2:3][C:4]1([CH2:17][OH:18])[C:16]2[CH:15]=[CH:14][CH:13]=[CH:12][C:11]=2[C:10]2[C:5]1=[CH:6][CH:7]=[CH:8][CH:9]=2.[CH3:19]I.[H-].[Na+]>C1COCC1>[CH3:19][O:2][CH2:3][C:4]1([CH2:17][OH:18])[C:16]2[CH:15]=[CH:14][CH:13]=[CH:12][C:11]=2[C:10]2[C:5]1=[CH:6][CH:7]=[CH:8][CH:9]=2 |f:3.4|. Reported procedure: Under nitrogen atmosphere and water-free conditions, to a reactor were added in succession 80 ml of THF, 22.6 g of 9,9-bis(hydroxymethyl)fluorene and 57 g of methyl iodide. After the reaction mixture was admixed homogeneously by stirring, 4.6 g of 52% NaH in mineral oil was added batch-wise over 2 hours at room temperature. Upon completing the addition, the reaction mixture was stirred for further 2 hours. The unreacted methyl iodide was recovered by distillation. The remainder was diluted with ... Starting materials: COC(C1=C(C=C(C=C1)C=C)Cl)=O (2-chloro-4-vinyl-benzoic acid methyl ester), [OH-].[Na+] (NaOH), Cl (HCl). Solvent: C1CCOC1 (THF). Conditions: temperature 70 celsius. RXN SMILES: C[O:2][C:3](=[O:13])[C:4]1[CH:9]=[CH:8][C:7]([CH:10]=[CH2:11])=[CH:6][C:5]=1[Cl:12].[OH-].[Na+].Cl>C1COCC1>[Cl:12][C:5]1[CH:6]=[C:7]([CH:10]=[CH2:11])[CH:8]=[CH:9][C:4]=1[C:3]([OH:13])=[O:2] |f:1.2|. Procedure details: To solution of 2-chloro-4-vinyl-benzoic acid methyl ester (50 mg, 0.26 mmol) in THF (2 ml) was added 2M NaOH (1 ml). The solution was heated to 70° C. for 1 hour. The reaction was cooled back to room temperature and brought to a pH of ˜3 with 1M HCl. The aqueous solution was extracted with EtOAc (3×). The combined organic extracts were washed with brine, dried over Na2SO4, filtered and concentrated down under reduced pressure to give 2-chloro-4-vinyl benzoic acid as a white solid. Amount obtaine... Product: ClC1=C(C(=O)O)C=CC(=C1)C=C (2-chloro-4-vinyl benzoic acid). Yields the product CC(C)(C)OC(=O)NCCCCCN(OCc1ccccc1)C(=O)CCC(=O)NCCCCCN(OCc1ccccc1)C(=O)CCC(=O)NCCCCCNOCc1ccccc1. Starting materials: O=C(n1ccnc1)n1ccnc1, CC(C)(C)OC(=O)NCCCCCN(OCc1ccccc1)C(=O)CCC(=O)NCCCCCN(OCc1ccccc1)C(=O)CCC(=O)O, NCCCCCNOCc1ccccc1, ClCCl, Cl, Cl. Reaction SMILES: [C:1]([n:2]1[cH:3][cH:4][n:5][cH:6]1)([n:7]1[cH:8][cH:9][n:10][cH:11]1)=[O:12].[CH2:13]([c:14]1[cH:15][cH:16][cH:17][cH:18][cH:19]1)[O:20][N:21]([C:22]([CH2:23][CH2:24][C:25](=[O:26])[OH:27])=[O:28])[CH2:29][CH2:30][CH2:31][CH2:32][CH2:33][NH:34][C:35]([CH2:36][CH2:37][C:38]([N:39]([CH2:40][CH2:41][CH2:42][CH2:43][CH2:44][NH:45][C:46](=[O:47])[O:48][C:49]([CH3:50])([CH3:51])[CH3:52])[O:53][CH2:54][c:55]1[cH:56][cH:57][cH:58][cH:59][cH:60]1)=[O:61])=[O:62].[CH2:65]([c:66]1[cH:67][cH:68][cH:69][cH:70][cH:71]1)[O:72][NH:73][CH2:74][CH2:75][CH2:76][CH2:77][CH2:78][NH2:79].[Cl:80][CH2:81][Cl:82].[ClH:63].[ClH:64]>>[CH2:13]([c:14]1[cH:15][cH:16][cH:17][cH:18][cH:19]1)[O:20][N:21]([C:22]([CH2:23][CH2:24][C:25](=[O:26])[NH:79][CH2:78][CH2:77][CH2:76][CH2:75][CH2:74][NH:73][O:72][CH2:65][c:66]1[cH:67][cH:68][cH:69][cH:70][cH:71]1)=[O:28])[CH2:29][CH2:30][CH2:31][CH2:32][CH2:33][NH:34][C:35]([CH2:36][CH2:37][C:38]([N:39]([CH2:40][CH2:41][CH2:42][CH2:43][CH2:44][NH:45][C:46](=[O:47])[O:48][C:49]([CH3:50])([CH3:51])[CH3:52])[O:53][CH2:54][c:55]1[cH:56][cH:57][cH:58][cH:59][cH:60]1)=[O:61])=[O:62].